This data is from the Open Reaction Database (ORD), a public repository of structured organic reaction records. The task is: describe an organic reaction: reactants, conditions, products, and yield Starting materials: CC1(OB(OC1(C)C)C1=CC=C(C=C1)O)C (4-(4,4,5,5-tetramethyl-1,3,2-dioxaborolan-2-yl)phenol), BrCC=1C=C(C(=O)OC)C=CC1 (methyl 3-(bromomethyl)benzoate), C([O-])([O-])=O.[K+].[K+] (potassium carbonate), [OH-].[Li+] (lithium hydroxide). The solvent is CN(C)C=O (DMF), C(C)(=O)OCC (ethyl acetate), O (water), CO (methanol). Run at time 8 hour. The product is CC1(OB(OC1(C)C)C1=CC=C(OCC=2C=C(C(=O)O)C=CC2)C=C1)C (3-{[4-(4,4,5,5-tetramethyl-1,3,2-dioxaborolan-2-yl)phenoxy]methyl}benzoic acid). Reaction SMILES: [CH3:1][C:2]1([CH3:16])[C:6]([CH3:8])([CH3:7])[O:5][B:4]([C:9]2[CH:14]=[CH:13][C:12]([OH:15])=[CH:11][CH:10]=2)[O:3]1.Br[CH2:18][C:19]1[CH:20]=[C:21]([CH:26]=[CH:27][CH:28]=1)[C:22]([O:24]C)=[O:23].C(=O)([O-])[O-].[K+].[K+].[OH-].[Li+]>C(OCC)(=O)C.O.CO.CN(C=O)C>[CH3:8][C:6]1([CH3:7])[C:2]([CH3:16])([CH3:1])[O:3][B:4]([C:9]2[CH:14]=[CH:13][C:12]([O:15][CH2:18][C:19]3[CH:20]=[C:21]([CH:26]=[CH:27][CH:28]=3)[C:22]([OH:24])=[O:23])=[CH:11][CH:10]=2)[O:5]1 |f:2.3.4,5.6|. Procedure details: DMF (125 mL) was added to 4-(4,4,5,5-tetramethyl-1,3,2-dioxaborolan-2-yl)phenol (8.46 g, 38 mmol), methyl 3-(bromomethyl)benzoate (8.8 g, 38 mmol), and potassium carbonate (10.6 g, 77 mmol), and stirred at room temperature overnight. The resultant was diluted with ethyl acetate, washed with water and saturated brine, and then dried over anhydrous magnesium sulfate. The solvent was distilled away under reduced pressure, and to the resulting residue, methanol (150 mL), water (30 mL), and lithium h... The reactants are CC(=O)OO, CC(=O)O, N#Cc1c2c(c[nH]c1=O)Sc1ccc(Cl)cc1N2. The product is N#Cc1c2c(c[nH]c1=O)S(=O)c1ccc(Cl)cc1N2. Reaction SMILES: [C:19]([O:20][OH:22])(=[O:21])[CH3:23].[CH3:24][C:25](=[O:26])[OH:27].[Cl:1][c:2]1[cH:3][cH:4][c:5]2[c:6]([cH:18]1)[NH:7][c:8]1[c:9]([cH:11][nH:12][c:13](=[O:17])[c:14]1[C:15]#[N:16])[S:10]2>>[Cl:1][c:2]1[cH:3][cH:4][c:5]2[c:6]([cH:18]1)[NH:7][c:8]1[c:9]([cH:11][nH:12][c:13](=[O:17])[c:14]1[C:15]#[N:16])[S:10]2=[O:21]. Reactants: C(C)(C)(C)OC(NC1=C(C=C(C(=C1)N(C)C(C)C)Cl)NC(CC(C1=CC(=CC=C1)N1N=NC=C1COC1OCCCC1)=O)=O)=O ((RS)-[4-chloro-5-(isopropyl-methyl-amino)-2-(3-oxo-3-{3-[5-(tetrahydro-pyran-2-yloxymethyl)-[1,2,3]triazol-1-yl]-phenyl}-propionylamino)-phenyl]-carbamic acid tert-butyl ester), C(=O)(C(F)(F)F)O (TFA). The solvent is C(Cl)Cl (CH2Cl2). Yields the product ClC=1C(=CC2=C(NC(CC(=N2)C2=CC(=CC=C2)N2N=NC=C2CO)=O)C1)N(C)C(C)C (8-Chloro-4-[3-(5-hydroxymethyl-[1,2,3]triazol-1-yl)-phenyl]-7-(isopropyl-methyl-amino)-1,3-dihydro-benzo[b][1,4]diazepin-2-one), solid. Yield: 33.0%. As a reaction SMILES: C(OC(=O)[NH:7][C:8]1[CH:13]=[C:12]([N:14]([CH:16]([CH3:18])[CH3:17])[CH3:15])[C:11]([Cl:19])=[CH:10][C:9]=1[NH:20][C:21](=[O:44])[CH2:22][C:23](=O)[C:24]1[CH:29]=[CH:28][CH:27]=[C:26]([N:30]2[C:34]([CH2:35][O:36]C3CCCCO3)=[CH:33][N:32]=[N:31]2)[CH:25]=1)(C)(C)C.C(O)(C(F)(F)F)=O>C(Cl)Cl>[Cl:19][C:11]1[C:12]([N:14]([CH:16]([CH3:18])[CH3:17])[CH3:15])=[CH:13][C:8]2[N:7]=[C:23]([C:24]3[CH:29]=[CH:28][CH:27]=[C:26]([N:30]4[C:34]([CH2:35][OH:36])=[CH:33][N:32]=[N:31]4)[CH:25]=3)[CH2:22][C:21](=[O:44])[NH:20][C:9]=2[CH:10]=1. Procedure: The title compound was prepared from (RS)-[4-chloro-5-(isopropyl-methyl-amino)-2-(3-oxo-3-{3-[5-(tetrahydro-pyran-2-yloxymethyl)-[1,2,3]triazol-1-yl]-phenyl}-propionylamino)-phenyl]-carbamic acid tert-butyl ester (Example M83) (0.53 g, 0.83 mmol) by treatment with TFA in CH2Cl2 according to the general procedure N. Obtained as a off-white solid (120 mg, 33%).